This data is from the Open Reaction Database (ORD), a public repository of structured organic reaction records. The task is: describe an organic reaction: reactants, conditions, products, and yield Starting materials: C(C)O[Si](C1=CC=CC=C1)(CI)OCC (diethoxy(iodomethyl)phenylsilane), [K].N1N=CN=C1 (1,2,4-triazole potassium salt). The reagents and catalysts are S(=O)(=O)(O)[O-].C(CCC)[N+](CCCC)(CCCC)CCCC (tetrabutylammonium hydrogen sulfate). Solvent: C1(=CC=CC=C1)C (toluene), O (water). The product is C(C)O[Si](CN1N=CN=C1)(C1=CC=CC=C1)OCC (Diethoxy(phenyl)(1H-1,2,4-triazol-1-ylmethyl)silane). Yield: 78.1%. RXN SMILES: [CH2:1]([O:3][Si:4]([O:13][CH2:14][CH3:15])([CH2:11]I)[C:5]1[CH:10]=[CH:9][CH:8]=[CH:7][CH:6]=1)[CH3:2].[K].[NH:17]1[CH:21]=[N:20][CH:19]=[N:18]1>S([O-])(O)(=O)=O.C([N+](CCCC)(CCCC)CCCC)CCC.C1(C)C=CC=CC=1.O>[CH2:1]([O:3][Si:4]([O:13][CH2:14][CH3:15])([C:5]1[CH:10]=[CH:9][CH:8]=[CH:7][CH:6]=1)[CH2:11][N:17]1[CH:21]=[N:20][CH:19]=[N:18]1)[CH3:2] |f:1.2,3.4,^1:15|. Procedure details: A mixture of 4.0 g (0.012 mol) of diethoxy(iodomethyl)phenylsilane, 1.5 g (0.014 mol) of 1,2,4-triazole potassium salt, and 0.5 g (0.14 mmol) of tetrabutylammonium hydrogen sulfate in 10 ml of toluene was stirred and warmed to 100°-110° C. for 5 hours, cooled, diluted with water, and extracted with methylene chloride. The methylene chloride solution was washed with brine, dried over magnesium sulfate, and evaporated to leave 2.6 g (79%) of the title compound as a pale brown oil: nD19 1.5543; ir ... Reactants: N (NH3), C(C1=CC=CC=C1)N1C(C2(CCNCC2)C2=CC=CC=C12)=O (1-benzylspiro[indole-3,4′-piperidin]-2(1H)-one), CCO (EtOH). The solvent is C1CCOC1 (THF). Run at temperature -78 celsius, time 10 minute. The product is N1CCC2(CC1)C(NC1=CC=CC=C12)=O (spiro[indole-3,4′-piperidin]-2(1H)-one). RXN SMILES: N.C([N:9]1[C:22]2[C:17](=[CH:18][CH:19]=[CH:20][CH:21]=2)[C:11]2([CH2:16][CH2:15][NH:14][CH2:13][CH2:12]2)[C:10]1=[O:23])C1C=CC=CC=1.CCO>C1COCC1>[NH:14]1[CH2:15][CH2:16][C:11]2([C:17]3[C:22](=[CH:21][CH:20]=[CH:19][CH:18]=3)[NH:9][C:10]2=[O:23])[CH2:12][CH2:13]1. Procedure details: At −78° C., to liquid NH3 (20 ml) is added dropwise a solution of 1-benzylspiro[indole-3,4′-piperidin]-2(1H)-one (2 mmol) in THF (30 ml) and the mixture is stirred at −78° C. for 10 min. Li (42 mg, 6 mmol) is added in 3 portions and the resulting dark blue solution is stirred at −78° C. for 2 h. Anhydrous EtOH (1 ml) is added dropwise and the mixture is allowed to warm to rt overnight. Solvent is removed in vacuo and the resulting title compound (a light yellow solid) is used in the next step wi... The reactants are CCCC[N+](CCCC)(CCCC)CCCC, C1CCOC1, CC(=O)[O-], CO, COC(=O)C1=Cc2cc(OC)ccc2-c2c(C3CCCCC3)c3ccc(C(=O)OC(C)(C)C)cc3n2C1, Cl, [NH4+], [Na+], CN(C)C=O, [OH-], O=P([O-])(O)O. Product: COc1ccc2c(c1)C=C(C(=O)O)Cn1c-2c(C2CCCCC2)c2ccc(C(=O)OC(C)(C)C)cc21. Reaction SMILES: [CH2:39]([N+:40]([CH2:41][CH2:42][CH2:43][CH3:44])([CH2:45][CH2:46][CH2:47][CH3:48])[CH2:49][CH2:50][CH2:51][CH3:52])[CH2:53][CH2:54][CH3:55].[CH2:68]1[O:69][CH2:70][CH2:71][CH2:72]1.[CH3:64][C:65](=[O:66])[O-:67].[CH3:73][OH:74].[CH:1]1([c:7]2[c:8]3[cH:9][cH:10][c:11]([C:31](=[O:32])[O:33][C:34]([CH3:35])([CH3:36])[CH3:37])[cH:12][c:13]3[n:14]3[c:15]2-[c:16]2[c:17]([cH:25][c:26]([O:29][CH3:30])[cH:27][cH:28]2)[CH:18]=[C:19]([C:21](=[O:22])[O:23][CH3:24])[CH2:20]3)[CH2:2][CH2:3][CH2:4][CH2:5][CH2:6]1.[ClH:56].[NH4+:63].[Na+:62].[O:75]=[CH:76][N:77]([CH3:78])[CH3:79].[OH-:38].[P:57]([O-:58])([OH:59])([OH:60])=[O:61]>>[CH:1]1([c:7]2[c:8]3[cH:9][cH:10][c:11]([C:31](=[O:32])[O:33][C:34]([CH3:35])([CH3:36])[CH3:37])[cH:12][c:13]3[n:14]3[c:15]2-[c:16]2[c:17]([cH:25][c:26]([O:29][CH3:30])[cH:27][cH:28]2)[CH:18]=[C:19]([C:21](=[O:22])[OH:23])[CH2:20]3)[CH2:2][CH2:3][CH2:4][CH2:5][CH2:6]1. The reactants are C1=C(C=CC2=CC=CC=C12)C1=CC(=C(C(O1)=O)C#N)N1CCCCC1 (6-(naphthalen-2-yl)-2-oxo-4-(piperidin-1-yl)-2H-pyran-3-carbonitrile), indanone-2, [H-].[Na+] (NaH). Run in C1CCOC1 (THF). Yields the product C1=C(C=CC2=CC=CC=C12)C1=CC(=C(C=2CC3=CC=CC=C3C12)C#N)N1CCCCC1 (4-Naphthalen-2-yl-2-piperidin-1-yl-9H-fluorene-1-carbonitrile). As a reaction SMILES: [CH:1]1[C:10]2[C:5](=[CH:6][CH:7]=[CH:8][CH:9]=2)[CH:4]=[CH:3][C:2]=1[C:11]1O[C:15](=O)[C:14]([C:18]#[N:19])=[C:13]([N:20]2[CH2:25][CH2:24][CH2:23][CH2:22][CH2:21]2)[CH:12]=1.[H-].[Na+]>C1COCC1>[CH:1]1[C:10]2[C:5](=[CH:6][CH:7]=[CH:8][CH:9]=2)[CH:4]=[CH:3][C:2]=1[C:11]1[C:9]2[C:10]3[C:5](=[CH:4][CH:3]=[CH:2][CH:1]=3)[CH2:6][C:15]=2[C:14]([C:18]#[N:19])=[C:13]([N:20]2[CH2:25][CH2:24][CH2:23][CH2:22][CH2:21]2)[CH:12]=1 |f:1.2|. Procedure: A mixture of 6-(naphthalen-2-yl)-2-oxo-4-(piperidin-1-yl)-2H-pyran-3-carbonitrile (330 mg), indanone-2 (132 mg) and NaH (43 mg) in THF was stirred for <5 min. After completion, the reaction solvent was evaporated under vacuum to dryness and crude solid was quenched with ice water and subsequently neutralized with dil. HCl, finally purified by column chromatography using ethylacetate-hexane as eluent. White solid; mp 142-144° C.; ESIMS 401 (M++1); IR (KBr) 2215 cm−1 (CN). Reactants: CN1CCCN(C)C1=O, N#Cc1cccc(F)c1, OC1CCNC1. Product: N#Cc1cccc(N2CCC(O)C2)c1. Reaction SMILES: [CH3:16][N:17]1[CH2:18][CH2:19][CH2:20][N:21]([CH3:22])[C:23]1=[O:24].[F:1][c:2]1[cH:3][c:4]([C:5]#[N:6])[cH:7][cH:8][cH:9]1.[NH:10]1[CH2:11][CH:12]([OH:15])[CH2:13][CH2:14]1>>[c:2]1([N:10]2[CH2:11][CH:12]([OH:15])[CH2:13][CH2:14]2)[cH:3][c:4]([C:5]#[N:6])[cH:7][cH:8][cH:9]1.